Dataset: the Open Reaction Database (ORD), a public repository of structured organic reaction records. Task: describe an organic reaction: reactants, conditions, products, and yield The reactants are O=C([O-])O, CC(=O)[O-], COC(=O)c1cc(Br)cc(C(=O)OC)c1, CCOC(C)=O, [K+], COC(=O)c1nc(Br)cnc1N, [Na+], C1COCCO1, O. The product is COC(=O)c1cc(C(=O)OC)cc(-c2cnc(N)c(C(=O)OC)n2)c1. RXN SMILES: [C:33](=[O:34])([OH:35])[O-:36].[CH3:17][C:18](=[O:19])[O-:20].[CH3:1][O:2][C:3]([c:4]1[cH:5][c:6]([C:7](=[O:8])[O:9][CH3:10])[cH:11][c:12]([Br:14])[cH:13]1)=[O:15].[CH3:45][CH2:46][O:47][C:48](=[O:49])[CH3:50].[K+:16].[NH2:21][c:22]1[c:23]([C:29](=[O:30])[O:31][CH3:32])[n:24][c:25]([Br:28])[cH:26][n:27]1.[Na+:37].[O:38]1[CH2:39][CH2:40][O:41][CH2:42][CH2:43]1.[OH2:44]>>[CH3:1][O:2][C:3]([c:4]1[cH:5][c:6]([C:7](=[O:8])[O:9][CH3:10])[cH:11][c:12](-[c:25]2[n:24][c:23]([C:29](=[O:30])[O:31][CH3:32])[c:22]([NH2:21])[n:27][cH:26]2)[cH:13]1)=[O:15]. Reactants: C(C1=CC=CC=C1)C(C(=O)O)=C (2-benzylacrylic acid), C([O-])([O-])=O.[K+].[K+] (potassium carbonate), O (water), C(C1=CC=CC=C1)Br (benzyl bromide), O (water). Solvent: CN(C=O)C (dimethylformamide). Conditions: time 10 minute. Product: C(C1=CC=CC=C1)C(C(=O)OCC1=CC=CC=C1)=C (benzyl 2-benzylacrylate). Isolated yield 86.8%. RXN SMILES: [CH2:1]([C:8](=[CH2:12])[C:9]([OH:11])=[O:10])[C:2]1[CH:7]=[CH:6][CH:5]=[CH:4][CH:3]=1.C(=O)([O-])[O-].[K+].[K+].O.[CH2:20](Br)[C:21]1[CH:26]=[CH:25][CH:24]=[CH:23][CH:22]=1>CN(C)C=O>[CH2:1]([C:8](=[CH2:12])[C:9]([O:11][CH2:20][C:21]1[CH:26]=[CH:25][CH:24]=[CH:23][CH:22]=1)=[O:10])[C:2]1[CH:7]=[CH:6][CH:5]=[CH:4][CH:3]=1 |f:1.2.3|. Procedure: To a solution of 2-benzylacrylic acid (1.02 g, 6.3 mmol) in dimethylformamide (10 ml) was added potassium carbonate (1.04 g, 7.6 mmol) and water (0.25 ml) with stirring. After 10 minutes, benzyl bromide (0.9 ml, 7.6 mmol) was added. After 3 hours, water was added and the resulting mixture was extracted with ether. The ether layer was washed 3 times with water, dried over magnesium sulfate, filtered over silica gel, and concentrated under reduced pressure. The resulting oil was distilled (70° C.,... The reactants are FC(SC=1C=C(N)C=CC1)(F)F (3-(trifluoromethylthio)aniline), C(OCC)(OCC)OCC (triethyl orthoformate), C(C)(=O)O (acetic acid), C(OCC)(OCC)OCC (triethyl orthoformate), [N+](=O)([O-])CC(=O)OCC (ethyl nitroacetate), C(C)(=O)O (acetic acid). The reagents and catalysts are [Fe] (iron). The product is FC(F)(F)SC=1C=C(C=CC1)N1C=NC(=C1)CO ([1-(3-Trifluoromethylsulfanyl-phenyl)-1H-imidazol-4-yl]-methanol). Reaction SMILES: [F:1][C:2]([F:12])([F:11])[S:3][C:4]1[CH:5]=[C:6]([CH:8]=[CH:9][CH:10]=1)[NH2:7].C([O:20][CH2:21][CH3:22])(OCC)OCC.[N+:23]([CH2:26]C(OCC)=O)([O-])=O.[C:32](O)(=O)C>[Fe]>[F:12][C:2]([S:3][C:4]1[CH:5]=[C:6]([N:7]2[CH:32]=[C:22]([CH2:21][OH:20])[N:23]=[CH:26]2)[CH:8]=[CH:9][CH:10]=1)([F:11])[F:1]. Procedure details: Following the general method described in example 293, 3-(trifluoromethylthio)aniline was reacted with triethyl orthoformate, ethyl nitroacetate and acetic acid followed by treatment with triethyl orthoformate, iron and acetic acid and subsequent alkaline hydrolysis. The isolated acid was directly reduced according to example 264, by reaction with BH3 THF complex followed by hydrolytic workup and the title compound was obtained as a light brown crystalline solid. Mp. 73-75° C. (H2O), MS: m/e=274... Starting materials: O (water), O1C(=CC=C1)C=1N=C(SC1C1=CC=NC=C1)NC(=O)C1CCNCC1 (N-[4-(2-Furyl)-5-(4-pyridyl)thiazol-2-yl]piperidine-4-carboxamide), ClC1=NC=C(C=C1)C#N (2-chloro-5-cyanopyridine), C([O-])([O-])=O.[K+].[K+] (potassium carbonate). Run in CN1CCCC1=O (NMP). Reaction conditions: time 8 hour. Product: C(#N)C=1C=CC(=NC1)N1CCC(CC1)C(=O)NC=1SC(=C(N1)C=1OC=CC1)C1=CC=NC=C1 (1-(5-Cyanopyridin-2-yl)-N-[4-(2-furyl)-5-(4-pyridyl)thiazol-2-yl]piperidine-4-carboxamide). Yield: 49.9%. As a reaction SMILES: [O:1]1[CH:5]=[CH:4][CH:3]=[C:2]1[C:6]1[N:7]=[C:8]([NH:17][C:18]([CH:20]2[CH2:25][CH2:24][NH:23][CH2:22][CH2:21]2)=[O:19])[S:9][C:10]=1[C:11]1[CH:16]=[CH:15][N:14]=[CH:13][CH:12]=1.Cl[C:27]1[CH:32]=[CH:31][C:30]([C:33]#[N:34])=[CH:29][N:28]=1.C(=O)([O-])[O-].[K+].[K+].O>CN1C(=O)CCC1>[C:33]([C:30]1[CH:31]=[CH:32][C:27]([N:23]2[CH2:24][CH2:25][CH:20]([C:18]([NH:17][C:8]3[S:9][C:10]([C:11]4[CH:12]=[CH:13][N:14]=[CH:15][CH:16]=4)=[C:6]([C:2]4[O:1][CH:5]=[CH:4][CH:3]=4)[N:7]=3)=[O:19])[CH2:21][CH2:22]2)=[N:28][CH:29]=1)#[N:34] |f:2.3.4|. Procedure: Compound 15 (177 mg, 0.50 mmol), 2-chloro-5-cyanopyridine (104 mg, 0.75 mmol) and potassium carbonate (207 mg, 1.50 mmol) were dissolved in NMP (4 mL), followed by stirring overnight under heating and reflux. The reaction mixture was allowed to cool down to room temperature, then poured into water, and the deposited precipitate was collected by filtration. The resulting precipitate was purified through silica gel column chromatography (chloroform:methanol=17:3) to afford the entitled Compound 16... Starting materials: [OH-].[Na+] (sodium hydroxide), C(C1=CC=CC=C1)OC([C@@H](NC(=O)OC(C)(C)C)CC1=CC(=NC=C1)C#N)=O (N-t-butoxycarbonyl-3-(2-cyano-4-pyridyl)-(S)-alanine benzyl ester), Cl (hydrochloric acid). Solvent: O1CCOCC1 (1,4-dioxan). Conditions: time 1.5 hour. Yields the product C(C)(C)(C)OC(=O)N[C@@H](CC1=CC(=NC=C1)C#N)C(=O)O (N-t-Butoxycarbonyl-3-(2-cyano-4-pyridyl)-(S)-alanine). The yield is 77.4%. Reaction SMILES: [OH-].[Na+].C([O:10][C:11](=[O:30])[C@H:12]([CH2:21][C:22]1[CH:27]=[CH:26][N:25]=[C:24]([C:28]#[N:29])[CH:23]=1)[NH:13][C:14]([O:16][C:17]([CH3:20])([CH3:19])[CH3:18])=[O:15])C1C=CC=CC=1.Cl>O1CCOCC1>[C:17]([O:16][C:14]([NH:13][C@H:12]([C:11]([OH:30])=[O:10])[CH2:21][C:22]1[CH:27]=[CH:26][N:25]=[C:24]([C:28]#[N:29])[CH:23]=1)=[O:15])([CH3:20])([CH3:18])[CH3:19] |f:0.1|. Procedure details: 1M Aqueous sodium hydroxide solution (10.8 ml, 10.8 mmol) was added dropwise over 5 minutes to a stirred, ice-cooled solution of N-t-butoxycarbonyl-3-(2-cyano-4-pyridyl)-(S)-alanine benzyl ester (Preparation 12; 2.73 g, 7.1 mmol) in 1,4-dioxan and the resulting solution allowed to warm to room temperature. After 1.5 hours, the pH of the solution was adjusted to 9 using 2M hydrochloric acid and the bulk of the organic solvent removed under reduced pressure. The residual aqueous solution was washe...